Dataset: the Open Reaction Database (ORD), a public repository of structured organic reaction records. Task: describe an organic reaction: reactants, conditions, products, and yield Reactants: CC1CCCNC1, CCN(C(C)C)C(C)C, CC(C(=O)O)N1CCC(NS(=O)(=O)c2ccc3cc(Cl)ccc3c2)C1=O, ClCCl, CN(C)C=O. Product: CC1CCCN(C(=O)C(C)N2CCC(NS(=O)(=O)c3ccc4cc(Cl)ccc4c3)C2=O)C1. Reaction SMILES: [CH3:27][CH:28]1[CH2:29][NH:30][CH2:31][CH2:32][CH2:33]1.[CH:42]([N:43]([CH2:44][CH3:45])[CH:46]([CH3:47])[CH3:48])([CH3:49])[CH3:50].[Cl:1][c:2]1[cH:3][c:4]2[cH:5][cH:6][c:7]([S:12](=[O:13])(=[O:14])[NH:15][CH:16]3[C:17](=[O:26])[N:18]([CH:21]([C:22](=[O:23])[OH:24])[CH3:25])[CH2:19][CH2:20]3)[cH:8][c:9]2[cH:10][cH:11]1.[Cl:34][CH2:35][Cl:36].[O:37]=[CH:38][N:39]([CH3:40])[CH3:41]>>[Cl:1][c:2]1[cH:3][c:4]2[cH:5][cH:6][c:7]([S:12](=[O:13])(=[O:14])[NH:15][CH:16]3[C:17](=[O:26])[N:18]([CH:21]([C:22](=[O:24])[N:30]4[CH2:29][CH:28]([CH3:27])[CH2:33][CH2:32][CH2:31]4)[CH3:25])[CH2:19][CH2:20]3)[cH:8][c:9]2[cH:10][cH:11]1. The reactants are O=C1NCCc2cc(Br)ccc21, Fc1ccc(-c2ccc(CCl)nc2)cc1, [H-], [Na+], CN(C)C=O. Product: O=C1c2ccc(Br)cc2CCN1Cc1ccc(-c2ccc(F)cc2)cn1. Reaction SMILES: [Br:3][c:4]1[cH:5][c:6]2[c:11]([cH:12][cH:13]1)[C:10](=[O:14])[NH:9][CH2:8][CH2:7]2.[F:15][c:16]1[cH:17][cH:18][c:19](-[c:22]2[cH:23][cH:24][c:25]([CH2:28][Cl:29])[n:26][cH:27]2)[cH:20][cH:21]1.[H-:2].[Na+:1].[O:30]=[CH:31][N:32]([CH3:33])[CH3:34]>>[Br:3][c:4]1[cH:5][c:6]2[c:11]([cH:12][cH:13]1)[C:10](=[O:14])[N:9]([CH2:28][c:25]1[cH:24][cH:23][c:22](-[c:19]3[cH:18][cH:17][c:16]([F:15])[cH:21][cH:20]3)[cH:27][n:26]1)[CH2:8][CH2:7]2. The reactants are C1(CCCCC1)[C@@H]1N[C@H](CC2=C1NC1=CC=CC=C21)C(=O)OC (trans methyl 1,2,3,4-tetrahydro-1-cyclohexyl-9H-pyrido[3,4-b]indole-3-carboxylate), C(C1=CC=CC=C1)N=C=O (benzyl isocyanate). Product: C(C1=CC=CC=C1)N1C(N2[C@H](C=3NC=4C=CC=CC4C3C[C@H]2C1=O)C1CCCCC1)=O (Trans-2-benzyl-5-cyclohexyl-5,6,11,11a-tetrahydro-1H-imidazo[1',5':1,6]pyrido[3,4-b]indole-1,3(2H)-dione). Reaction SMILES: [CH:1]1([C@H:7]2[C:12]3[NH:13][C:14]4[C:19]([C:11]=3[CH2:10][C@H:9]([C:20](OC)=[O:21])[NH:8]2)=[CH:18][CH:17]=[CH:16][CH:15]=4)[CH2:6][CH2:5][CH2:4][CH2:3][CH2:2]1.[CH2:24]([N:31]=[C:32]=[O:33])[C:25]1[CH:30]=[CH:29][CH:28]=[CH:27][CH:26]=1>>[CH2:24]([N:31]1[C:20](=[O:21])[C@H:9]2[N:8]([C@@H:7]([CH:1]3[CH2:2][CH2:3][CH2:4][CH2:5][CH2:6]3)[C:12]3[NH:13][C:14]4[CH:15]=[CH:16][CH:17]=[CH:18][C:19]=4[C:11]=3[CH2:10]2)[C:32]1=[O:33])[C:25]1[CH:30]=[CH:29][CH:28]=[CH:27][CH:26]=1. Procedure: The same method as employed in the preparation of Example 1 but starting from trans methyl 1,2,3,4-tetrahydro-1-cyclohexyl-9H-pyrido[3,4-b]indole-3-carboxylate (see J. Cook et al., Heterocycles, 4(7), 1249-1255 (1976)) and benzyl isocyanate gave after recrystallization from methanol, the title compound as white crystals m.p.: 130-135° C. Starting materials: CC(Br)C(=O)OC(C)(C)C, C1CCOC1, [H-], [Na+], O, OCc1cccnc1. The product is CC(C)(C)OC(=O)COCc1cccnc1. Reaction SMILES: [Br:11][CH:12]([C:13](=[O:14])[O:15][C:16]([CH3:17])([CH3:18])[CH3:19])[CH3:20].[CH2:22]1[O:23][CH2:24][CH2:25][CH2:26]1.[H-:1].[Na+:2].[OH2:21].[n:3]1[cH:4][c:5]([CH2:9][OH:10])[cH:6][cH:7][cH:8]1>>[n:3]1[cH:4][c:5]([CH2:9][O:10][CH2:12][C:13](=[O:14])[O:15][C:16]([CH3:17])([CH3:18])[CH3:19])[cH:6][cH:7][cH:8]1. Reactants: [Br-], CCCCC[Mg+], Cc1ccccc1, CCOCC, O=Cc1cccc(-c2ccc(C(F)(F)F)cc2)n1. The product is CCCCCC(O)c1cccc(-c2ccc(C(F)(F)F)cc2)n1. Reaction SMILES: [Br-:19].[CH2:20]([CH2:21][CH2:22][CH2:23][CH3:24])[Mg+:25].[CH3:26][c:27]1[cH:28][cH:29][cH:30][cH:31][cH:32]1.[CH3:33][CH2:34][O:35][CH2:36][CH3:37].[F:1][C:2]([c:3]1[cH:4][cH:5][c:6](-[c:9]2[cH:10][cH:11][cH:12][c:13]([CH:15]=[O:16])[n:14]2)[cH:7][cH:8]1)([F:17])[F:18]>>[F:1][C:2]([c:3]1[cH:4][cH:5][c:6](-[c:9]2[cH:10][cH:11][cH:12][c:13]([CH:15]([OH:16])[CH2:20][CH2:21][CH2:22][CH2:23][CH3:24])[n:14]2)[cH:7][cH:8]1)([F:17])[F:18]. The reactants are OO (hydrogen peroxide), ice, ice, C(C=C)C1C(C(CC1)[Se]C1=CC=CC=C1)=O (2-allyl-5-(phenylselanyl)cyclopentanone), [Cl-].[NH4+] (ammonium chloride). Solvent: ClCCl (dichloromethane). Run at time 1 hour. Product: C(C=C)C1CC=CC1=O (5-allylcyclopent-2-enone). Reaction SMILES: [CH2:1]([CH:4]1[CH2:8][CH2:7][CH:6]([Se]C2C=CC=CC=2)[C:5]1=[O:16])[CH:2]=[CH2:3].[Cl-].[NH4+].OO>ClCCl>[CH2:1]([CH:4]1[C:5](=[O:16])[CH:6]=[CH:7][CH2:8]1)[CH:2]=[CH2:3] |f:1.2|. Reported procedure: A stirred ice cold (3° C.) solution of 2-allyl-5-(phenylselanyl)cyclopentanone, mixture if isomers (12.0 g, 43 mmol) in dichloromethane (200 mL) in a 1 L round bottomed-flask equipped for boil-over containment was treated with saturated aqueous ammonium chloride (45 mL), then dropwise with 30% aqueous hydrogen peroxide (22 mL), and slowly carefully warmed to room temperature. At approximately 20° C. a vigorous exotherm started, and the ice bath was re-applied. The mixture was cooled to room temp... Reactants: ClC1=C(C=CC=C1)C1=NCC=2N(C3=C1C=C(S3)C(C)O)C(=NN2)C (4-(2-chlorophenyl)-2-(1-hydroxyethyl)-9-methyl-6H-thieno[3,2-f][1,2,4]triazolo[4,3-a][1,4]diazepine), C(C(C)(C)C)(=O)Cl (pivaloyl chloride). The solvent is N1=CC=CC=C1 (pyridine). Run at time 8 hour. Yields the product ClC1=C(C=CC=C1)C1=NCC=2N(C3=C1C=C(S3)C(C)OC(C(C)(C)C)=O)C(=NN2)C (4-(2-chlorophenyl)-9-methyl-2(1-pivaloyloxyethyl)-6H-thieno[3,2-f][1,2,4]triazolo[4,3-a][1,4]diazepine). Yield: 29.9%. RXN SMILES: [Cl:1][C:2]1[CH:7]=[CH:6][CH:5]=[CH:4][C:3]=1[C:8]1[C:14]2[CH:15]=[C:16]([CH:18]([OH:20])[CH3:19])[S:17][C:13]=2[N:12]2[C:21]([CH3:24])=[N:22][N:23]=[C:11]2[CH2:10][N:9]=1.[C:25](Cl)(=[O:30])[C:26]([CH3:29])([CH3:28])[CH3:27]>N1C=CC=CC=1>[Cl:1][C:2]1[CH:7]=[CH:6][CH:5]=[CH:4][C:3]=1[C:8]1[C:14]2[CH:15]=[C:16]([CH:18]([O:20][C:25](=[O:30])[C:26]([CH3:29])([CH3:28])[CH3:27])[CH3:19])[S:17][C:13]=2[N:12]2[C:21]([CH3:24])=[N:22][N:23]=[C:11]2[CH2:10][N:9]=1. Reported procedure: To a solution of 3 g of 4-(2-chlorophenyl)-2-(1-hydroxyethyl)-9-methyl-6H-thieno[3,2-f][1,2,4]triazolo[4,3-a][1,4]diazepine dissolved in 30 ml of pyridine is added 1 g of pivaloyl chloride under ice-cooling and then stirred overnight. After completion of the reaction, the mixture is concentrated under reduced pressure and the residue is dissolved in 30 ml of ethyl acetate. The solution is washed with 5% aqueous sodium hydrogencarbonate solution and sodium chloride solution and dried over anhydro... Starting materials: C#CCc1c(C)nc2c(OCc3ccccc3C)cccn12, CO. The product is C=C=Cc1c(C)nc2c(OCc3ccccc3C)cccn12. As a reaction SMILES: [CH3:1][c:2]1[c:3]([CH2:4][O:5][c:6]2[c:7]3[n:8]([cH:9][cH:10][cH:11]2)[c:12]([CH2:16][C:17]#[CH:18])[c:13]([CH3:15])[n:14]3)[cH:19][cH:20][cH:21][cH:22]1.[CH3:23][OH:24]>>[CH3:1][c:2]1[c:3]([CH2:4][O:5][c:6]2[c:7]3[n:8]([cH:9][cH:10][cH:11]2)[c:12]([CH:16]=[C:17]=[CH2:18])[c:13]([CH3:15])[n:14]3)[cH:19][cH:20][cH:21][cH:22]1. Reactants: OC1C(CCC=CCC1)=O (2-hydroxy-5-cycloocten-1-one), C(C)O.C1=CC=CC=C1 (ethanol benzene), C(C)(=O)[O-].C(C)(=O)[O-].C(C)(=O)[O-].C(C)(=O)[O-].[Pb+4] (lead tetraacetate), O (water). The solvent is CCOCC (ether). Run at time 3 hour. Yields the product O=CCC\C=C/CCC(=O)OCC (ethyl (4Z)-8-oxo-4-octenoate). RXN SMILES: [OH:1][CH:2]1[CH2:9][CH2:8][CH:7]=[CH:6][CH2:5][CH2:4][C:3]1=[O:10].[CH2:11](O)[CH3:12].C1C=CC=CC=1.C([O-])(=[O:22])C.C([O-])(=O)C.C([O-])(=O)C.C([O-])(=O)C.[Pb+4].O>CCOCC>[O:10]=[CH:3][CH2:4][CH2:5]/[CH:6]=[CH:7]\[CH2:8][CH2:9][C:2]([O:1][CH2:11][CH3:12])=[O:22] |f:1.2,3.4.5.6.7|. Reported procedure: To 220 mg. of 2-hydroxy-5-cycloocten-1-one in 5 ml. of 30% ethanol/benzene is added 860 mg. of 85% lead tetraacetate in portions. After about 3 hours at room temperature, water and ether are added to the reaction mixture. The aqueous phase is extracted several times with ether. The combined ether extracts are washed with 2M sodium carbonate and saturated sodium chloride solution, dried over calcium sulfate and evaporated to give ethyl (4Z)-8-oxo-4-octenoate in high purity. Starting materials: C([O-])([O-])=O.[K+].[K+] (Potassium carbonate), FC=1C=C(C=C(C1)F)C1=CC=C(C=C1)CC[C@H]([C@@H](C(=O)O)CCN1C(C2=CC=CC=C2C1=O)=O)OC=O ((2S,3R)-5-(3′,5′-difluorobiphenyl-4-yl)-2-[2-(1,3-dioxo-1,3-dihydro-2H-isoindol-2-yl)ethyl]-3-(formyloxy)pentanoic acid). The solvent is CO (methanol). Reaction conditions: time 3 hour. The product is FC=1C=C(C=C(C1)F)C1=CC=C(C=C1)CC[C@H]([C@@H](C(=O)O)CCN1C(C2=CC=CC=C2C1=O)=O)O ((2S,3R)-5-(3′,5′-difluorobiphenyl-4-yl)-2-[2-(1,3-dioxo-1,3-dihydro-2H-isoindol-2-yl)ethyl]-3-hydroxypentanoic acid). As a reaction SMILES: C(=O)([O-])[O-].[K+].[K+].[F:7][C:8]1[CH:9]=[C:10]([C:15]2[CH:20]=[CH:19][C:18]([CH2:21][CH2:22][C@@H:23]([O:41]C=O)[C@H:24]([CH2:28][CH2:29][N:30]3[C:38](=[O:39])[C:37]4[C:32](=[CH:33][CH:34]=[CH:35][CH:36]=4)[C:31]3=[O:40])[C:25]([OH:27])=[O:26])=[CH:17][CH:16]=2)[CH:11]=[C:12]([F:14])[CH:13]=1>CO>[F:14][C:12]1[CH:11]=[C:10]([C:15]2[CH:20]=[CH:19][C:18]([CH2:21][CH2:22][C@@H:23]([OH:41])[C@H:24]([CH2:28][CH2:29][N:30]3[C:31](=[O:40])[C:32]4[C:37](=[CH:36][CH:35]=[CH:34][CH:33]=4)[C:38]3=[O:39])[C:25]([OH:27])=[O:26])=[CH:17][CH:16]=2)[CH:9]=[C:8]([F:7])[CH:13]=1 |f:0.1.2|. Procedure: Potassium carbonate (0.06 g) was added to a solution of the compound obtained from step e above (0.12 g) in methanol (10 mL) at 0° C. The reaction mixture was stirred at room temperature for 3 hours. The solvents were evaporated, and the residue was taken into water and ethyl acetate. The organic layer was washed with water and brine solution, and dried over anhydrous sodium sulphate. The solvent was evaporated under reduced pressure to obtain a residue which was purified with preparatory thin l...